describe an organic reaction: reactants, conditions, products, and yield From a dataset of the Open Reaction Database (ORD), a public repository of structured organic reaction records. Reactants: O (water), BrCC (Bromoethane), OC=1C=C(C=CC1)N1CCN(CC1)C(=O)OC(C)(C)C (1,1-dimethylethyl 4-(3-hydroxyphenyl)-1-piperazinecarboxylate), C([O-])([O-])=O.[K+].[K+] (potassium carbonate). Run in CC(=O)C (acetone). Conditions: temperature 0 celsius, time 1 hour. The product is C(C)OC=1C=C(C=CC1)N1CCNCC1 (1-(3-Ethoxyphenyl)piperazine). The yield is 46.0%. RXN SMILES: Br[CH2:2][CH3:3].[OH:4][C:5]1[CH:6]=[C:7]([N:11]2[CH2:16][CH2:15][N:14](C(OC(C)(C)C)=O)[CH2:13][CH2:12]2)[CH:8]=[CH:9][CH:10]=1.C(=O)([O-])[O-].[K+].[K+].O>CC(C)=O>[CH2:2]([O:4][C:5]1[CH:6]=[C:7]([N:11]2[CH2:12][CH2:13][NH:14][CH2:15][CH2:16]2)[CH:8]=[CH:9][CH:10]=1)[CH3:3] |f:2.3.4|. Procedure: Bromoethane (0.7 mL) was added to a mixture of 1,1-dimethylethyl 4-(3-hydroxyphenyl)-1-piperazinecarboxylate (Description 21, 500 mg, 1.8 mmol) and potassium carbonate (495 mg) in acetone (50 mL) and the mixture was heated under reflux for 13 h. The mixture was cooled, water (100 mL) was added and the mixture was extracted with ether (3×100 mL). The combined organic fractions were dried (MgSO4) and the solvent was evaporated under reduced pressure. The residue was purified by flash column chroma... Reactants: O1C(CCCC1)OCCOCN1C=2N=C(NC(C2N=C1)=O)NC(C)=O (9-[2-(2-tetrahydropyranyloxy)ethoxymethyl]-N2 -acetylguanine), aqueous solution, CN (methylamine). Conditions: time 2 hour. Product: O1C(CCCC1)OCCOCN1C=2N=C(NC(C2N=C1)=O)N (9-[2-(2-tetrahydropyranyloxy)ethoxymethyl]guanine). The yield is 79.4%. RXN SMILES: [O:1]1[CH2:6][CH2:5][CH2:4][CH2:3][CH:2]1[O:7][CH2:8][CH2:9][O:10][CH2:11][N:12]1[CH:20]=[N:19][C:18]2[C:17](=[O:21])[NH:16][C:15]([NH:22]C(=O)C)=[N:14][C:13]1=2.CN>>[O:1]1[CH2:6][CH2:5][CH2:4][CH2:3][CH:2]1[O:7][CH2:8][CH2:9][O:10][CH2:11][N:12]1[CH:20]=[N:19][C:18]2[C:17](=[O:21])[NH:16][C:15]([NH2:22])=[N:14][C:13]1=2. Reported procedure: A flask provided with a stirrer is loaded with 1.23 g (3.5 mmole) of 9-[2-(2-tetrahydropyranyloxy)ethoxymethyl]-N2 -acetylguanine obtained as described in Example 3 and 20 ml of a 25 percent aqueous solution of methylamine are added. The reaction mixture is stirred at room temperature for 2 hours and evaporated in vacuum at a temperature not above 30° C. The dray residue is recrystallized from an aqueous soluton of ethyl alcohol to give 0.86 g (80 percent) of 9-[2-(2-tetrahydropyranyloxy)ethoxym... Starting materials: Cl (hydrochloric acid), NC1=CSC=C1N (3,4-Diaminothiophene), ice water, C(CCCCCCCCC)(=O)Cl (decanoyl chloride). The solvent is N1=CC=CC=C1 (pyridine). Run at time 8 hour. Product: C(CCCCCCCCC)(=O)NC1=CSC=C1NC(CCCCCCCCC)=O (3,4-Di(decanoylamino)thiophene). RXN SMILES: [NH2:1][C:2]1[C:6]([NH2:7])=[CH:5][S:4][CH:3]=1.[C:8](Cl)(=[O:18])[CH2:9][CH2:10][CH2:11][CH2:12][CH2:13][CH2:14][CH2:15][CH2:16][CH3:17].Cl>N1C=CC=CC=1>[C:8]([NH:1][C:2]1[C:6]([NH:7][C:8](=[O:18])[CH2:9][CH2:10][CH2:11][CH2:12][CH2:13][CH2:14][CH2:15][CH2:16][CH3:17])=[CH:5][S:4][CH:3]=1)(=[O:18])[CH2:9][CH2:10][CH2:11][CH2:12][CH2:13][CH2:14][CH2:15][CH2:16][CH3:17]. Reported procedure: 3,4-Diaminothiophene (2.0 g, 17 mmol) was dissolved in pyridine and the solution was added dropwise to a stirred solution of 6.5 g (34 mmol) of decanoyl chloride (boiling point 125° C. at 45 mbar) via a syringe. It was stirred overnight. The reaction mixture was poured into ice water mixed with concentrated hydrochloric acid and extracted with chloroform. The organic layers were washed with water, 2% strength NaOH and again with water and then dried over MgSO4 which was mixed with active carbon ... The reactants are 4A, BrC=1C(=C2C=NNC2=CC1)OC (5-Bromo-4-(methyloxy)-1H-indazole), C(C1=CC=CC=C1)OC1=C(C=C(C=C1)B(O)O)F (4-benzyloxy-3-fluorobenzeneboronic acid), N1=CC=CC=C1 (pyridine). The reagents and catalysts are C(C)(=O)[O-].[Cu+2].C(C)(=O)[O-] (copper (II) acetate). Run in ClCCl (dichloromethane), C(C)(=O)OCC (ethyl acetate). Conditions: time 4 day. Yields the product BrC=1C(=C2C=NN(C2=CC1)C1=CC(=C(C=C1)OCC1=CC=CC=C1)F)OC (5-Bromo-1-{3-fluoro-4-[(phenylmethyl)oxy]phenyl}-4-(methyloxy)-1H-indazole). Yield: 51.6%. As a reaction SMILES: [Br:1][C:2]1[C:3]([O:11][CH3:12])=[C:4]2[C:8](=[CH:9][CH:10]=1)[NH:7][N:6]=[CH:5]2.[CH2:13]([O:20][C:21]1[CH:26]=[CH:25][C:24](B(O)O)=[CH:23][C:22]=1[F:30])[C:14]1[CH:19]=[CH:18][CH:17]=[CH:16][CH:15]=1.N1C=CC=CC=1>ClCCl.C(OCC)(=O)C.C([O-])(=O)C.[Cu+2].C([O-])(=O)C>[Br:1][C:2]1[C:3]([O:11][CH3:12])=[C:4]2[C:8](=[CH:9][CH:10]=1)[N:7]([C:24]1[CH:25]=[CH:26][C:21]([O:20][CH2:13][C:14]3[CH:15]=[CH:16][CH:17]=[CH:18][CH:19]=3)=[C:22]([F:30])[CH:23]=1)[N:6]=[CH:5]2 |f:5.6.7|. Procedure: A mixture of 5-bromo-4-(methyloxy)-1H-indazole (D19) (0.670 g, 2.95 mmol), 4-benzyloxy-3-fluorobenzeneboronic acid (1.45 g, 5.90 mmol), copper (II) acetate (0.804 g, 4.43 mmol), pyridine (0.447 mL, 5.90 mmol) and powdered 4A molecular sieves (3 g) in dichloromethane (30 mL) was stirred in an air atmosphere at room temperature. After 4 days, the mixture was diluted with ethyl acetate and filtered through celite. The filtrate was washed with water, dried (Na2SO4) and concentrated. Chromatography o... Reactants: COCC(=O)NC1=C(C(=O)OC)C=CC=C1 (Methyl 2-(2-methoxyacetamido)benzoate), [OH-].[Na+] (sodium hydroxide), C(CCC)(=O)OC(CCC)=O (butyric anhydride), [N+](=O)(O)[O-] (nitric acid). Run in O (Water). Reaction conditions: temperature 0 celsius, time 40 minute. Yields the product COCC(=O)NC1=C(C(=O)OC)C=CC=C1[N+](=O)[O-] (methyl 2-(2-methoxyacetamido)-3-nitrobenzoate). Yield: 51.0%. RXN SMILES: [CH3:1][O:2][CH2:3][C:4]([NH:6][C:7]1[CH:16]=[CH:15][CH:14]=[CH:13][C:8]=1[C:9]([O:11][CH3:12])=[O:10])=[O:5].C(OC(=O)CCC)(=O)CCC.[N+:28]([O-])([OH:30])=[O:29].[OH-].[Na+]>O>[CH3:1][O:2][CH2:3][C:4]([NH:6][C:7]1[C:16]([N+:28]([O-:30])=[O:29])=[CH:15][CH:14]=[CH:13][C:8]=1[C:9]([O:11][CH3:12])=[O:10])=[O:5] |f:3.4|. Procedure: [step 1] Methyl 2-(2-methoxyacetamido)benzoate (U.S. Pat. No. 5,091,403; 3.0 g, 13.4 mmol) was suspended in butyric anhydride (12.7 mL, 134.0 mmol), fuming nitric acid (2.3 mL, 51.1 mmol) was added dropwise under ice-cooling, and the mixture was stirred at 0° C. for 40 min. Water was added to the mixture, 4 mol/L aqueous sodium hydroxide solution was added dropwise to neutralize the mixture, and the mixture was extracted 3 times with ethyl acetate. The combined organic layers were dried over anh... Starting materials: C(C1=CC=CC=C1)N1C(N(CC1)[C@H](C(=O)OC(C)(C)C)C(C)(C)C)=O (tert-butyl(2S)-2-(3-benzyl-2-oxoimidazolidin-1-yl)-3,3-dimethylbutanoate), FC(C(=O)O)(F)F (triflouroacetic acid). Run in ClCCl (dichloromethane). Run at time 3 hour. The product is C(C1=CC=CC=C1)N1C(N(CC1)[C@H](C(=O)O)C(C)(C)C)=O ((2S)-2-(3-benzyl-2-oxoimidazolidin-1-yl)-3,3-dimethylbutanoic acid). RXN SMILES: [CH2:1]([N:8]1[CH2:12][CH2:11][N:10]([C@@H:13]([C:21]([CH3:24])([CH3:23])[CH3:22])[C:14]([O:16]C(C)(C)C)=[O:15])[C:9]1=[O:25])[C:2]1[CH:7]=[CH:6][CH:5]=[CH:4][CH:3]=1.FC(F)(F)C(O)=O>ClCCl>[CH2:1]([N:8]1[CH2:12][CH2:11][N:10]([C@@H:13]([C:21]([CH3:23])([CH3:22])[CH3:24])[C:14]([OH:16])=[O:15])[C:9]1=[O:25])[C:2]1[CH:3]=[CH:4][CH:5]=[CH:6][CH:7]=1. Procedure: To a solution of the product of Example 111-5 in dichloromethane (1.5 L) was added triflouroacetic acid (810 mL). The mixture was stirred at room temperature for 3 hours and concentrated. The residue was chased with heptanes (4×500 mL). The product was partitioned between dichloromethane (1.5 L) and 5% KH2PO4 (1.1 L). The organic layer was washed with 5% KH2PO4 (900 mL) and brine (900 mL), and concentrated. A solution of the residue in dichloromethane (500 mL) was dried over MgSO4, filtered and ... Reported procedure: To a suspension of ethyl 3-(4-isopropylphenyl)-2-methyl-2-propenoate (9.00 g, 38.7 mmol) and cerium chloride (1.00 g, 4.06 mmol) in tetrahydrofuran (50 ml) was added in four portions at −40° C. over a period of 30 minutes lithium aluminum hydride (1.47 g, 38.7 mmol) and the resulting mixture was stirred at the same temperature for 30 minutes. Water was added into the reaction solution and the product was extracted twice with ethyl acetate. The combined extracts were washed with water, dried on m... The product is C(C)(C)C1=CC=C(C=C1)C=C(CO)C (3-(4-Isopropylphenyl)-2-methyl-2-propen-1-ol). Reaction SMILES: [CH:1]([C:4]1[CH:9]=[CH:8][C:7]([CH:10]=[C:11]([CH3:17])[C:12](OCC)=[O:13])=[CH:6][CH:5]=1)([CH3:3])[CH3:2].[Cl-].[Ce+3].[Cl-].[Cl-].[H-].[Al+3].[Li+].[H-].[H-].[H-].O>O1CCCC1>[CH:1]([C:4]1[CH:5]=[CH:6][C:7]([CH:10]=[C:11]([CH3:17])[CH2:12][OH:13])=[CH:8][CH:9]=1)([CH3:3])[CH3:2] |f:1.2.3.4,5.6.7.8.9.10|. The reactants are O (Water), C(C)(C)C1=CC=C(C=C1)C=C(C(=O)OCC)C (ethyl 3-(4-isopropylphenyl)-2-methyl-2-propenoate), [Cl-].[Ce+3].[Cl-].[Cl-] (cerium chloride), [H-].[Al+3].[Li+].[H-].[H-].[H-] (lithium aluminum hydride). Yield: 85.6%. Conditions: time 30 minute. Run in O1CCCC1 (tetrahydrofuran). The reactants are O (water), FC1=C(C=CC=C1)N1N=NC(=C1C=1N=CNC1)C (1-(2-fluorophenyl)-5-(1H-imidazol-4-yl)-4-methyl-1H-1,2,3-triazole), ClC1=NC=C(C(=O)OC)C=C1 (methyl 6-chloronicotinate), C([O-])([O-])=O.[K+].[K+] (potassium carbonate). Run in CN(C)C=O (DMF). Run at temperature 120 celsius. Product: FC1=C(C=CC=C1)N1N=NC(=C1C=1N=CN(C1)C1=NC=C(C(=O)OC)C=C1)C (Methyl 6-(4-(1-(2-fluorophenyl)-4-methyl-1H-1,2,3-triazol-5-yl)-1H-imidazol-1-yl)nicotinate). Isolated yield 28.8%. As a reaction SMILES: [F:1][C:2]1[CH:7]=[CH:6][CH:5]=[CH:4][C:3]=1[N:8]1[C:12]([C:13]2[N:14]=[CH:15][NH:16][CH:17]=2)=[C:11]([CH3:18])[N:10]=[N:9]1.Cl[C:20]1[CH:29]=[CH:28][C:23]([C:24]([O:26][CH3:27])=[O:25])=[CH:22][N:21]=1.C(=O)([O-])[O-].[K+].[K+].O>CN(C=O)C>[F:1][C:2]1[CH:7]=[CH:6][CH:5]=[CH:4][C:3]=1[N:8]1[C:12]([C:13]2[N:14]=[CH:15][N:16]([C:20]3[CH:29]=[CH:28][C:23]([C:24]([O:26][CH3:27])=[O:25])=[CH:22][N:21]=3)[CH:17]=2)=[C:11]([CH3:18])[N:10]=[N:9]1 |f:2.3.4|. Procedure: A mixture of 1-(2-fluorophenyl)-5-(1H-imidazol-4-yl)-4-methyl-1H-1,2,3-triazole (268 mg, 1.1 mmol), methyl 6-chloronicotinate (190 mg, 1.1 mmol) and potassium carbonate (305 mg, 2.2 mmol) in DMF (6.0 mL) was stirred under Ar in a sealed flask and heated at 120° C. for 2 h. After cooling to room temperature the mixture was poured into water and extracted with ethyl acetate and the combined extracts washed with water, brine, dried over sodium sulphate, filtered and evaporated. Purification by chro... Starting materials: ClC1=C2C3=C(C(NC2=NC=C1)=O)C=CC(=C3)C(=O)NCCN(C)C (1-Chloro-N-(2-(dimethylamino)ethyl)-6-oxo-5,6-dihydrobenzo[c][1,8]naphthyridine-9-carboxamide), NC=1C=C(C=CC1)NC(C1=CC=CC=C1)=O (N-(3-amino-phenyl)-benzamide). Yields the product C(C1=CC=CC=C1)(=O)NC=1C=C(C=CC1)NC1=C2C3=C(C(NC2=NC=C1)=O)C=CC(=C3)C(=O)NCCN(C)C (1-(3-Benzamidophenylamino)-N-(2-(dimethylamino)ethyl)-6-oxo-5,6-dihydrobenzo[c][1,8]naphthyridine-9-carboxamide). Reaction SMILES: Cl[C:2]1[CH:11]=[CH:10][N:9]=[C:8]2[C:3]=1[C:4]1[CH:16]=[C:15]([C:17]([NH:19][CH2:20][CH2:21][N:22]([CH3:24])[CH3:23])=[O:18])[CH:14]=[CH:13][C:5]=1[C:6](=[O:12])[NH:7]2.[NH2:25][C:26]1[CH:27]=[C:28]([NH:32][C:33](=[O:40])[C:34]2[CH:39]=[CH:38][CH:37]=[CH:36][CH:35]=2)[CH:29]=[CH:30][CH:31]=1>>[C:33]([NH:32][C:28]1[CH:27]=[C:26]([NH:25][C:2]2[CH:11]=[CH:10][N:9]=[C:8]3[C:3]=2[C:4]2[CH:16]=[C:15]([C:17]([NH:19][CH2:20][CH2:21][N:22]([CH3:24])[CH3:23])=[O:18])[CH:14]=[CH:13][C:5]=2[C:6](=[O:12])[NH:7]3)[CH:31]=[CH:30][CH:29]=1)(=[O:40])[C:34]1[CH:35]=[CH:36][CH:37]=[CH:38][CH:39]=1. Procedure: The title compound was synthesized according to the procedure described for the preparation of Example 267 using 296 (40 mg, 0.12 mmol) and N-(3-amino-phenyl)-benzamide to provide 301. LC-MS (M+H=521, obsd.=521).